From a dataset of the Open Reaction Database (ORD), a public repository of structured organic reaction records. describe an organic reaction: reactants, conditions, products, and yield The reactants are C(C=C)N1CCNC(C2=C1C(=CC=C2)N)=O (1-Allyl-9-amino-1,2,3,4-tetrahydro-benzo[e][1,4]diazepin-5-one), ClC1=NC=C(C(=N1)NC1=C(C(=O)NC)C=CC=C1)Cl (2-(2,5-Dichloro-pyrimidin-4-ylamino)-N-methyl-benzamide), Cl (HCl). Solvent: C(C)(C)O (isopropanol), O1CCOCC1 (dioxane), C(Cl)Cl (CH2Cl2). Conditions: temperature 120 celsius. The product is C(C=C)N1CCNC(C2=C1C(=CC=C2)NC2=NC=C(C(=N2)NC2=C(C(=O)NC)C=CC=C2)Cl)=O (2-[2-(1-Allyl-5-oxo-2,3,4,5-tetrahydro-1H-benzo[e][1,4]diazepin-9-ylamino)-5-chloro-pyrimidin-4-ylamino]-N-methyl-benzamide). Isolated yield 4.7%. Reaction SMILES: [CH2:1]([N:4]1[C:10]2[C:11]([NH2:15])=[CH:12][CH:13]=[CH:14][C:9]=2[C:8](=[O:16])[NH:7][CH2:6][CH2:5]1)[CH:2]=[CH2:3].Cl[C:18]1[N:23]=[C:22]([NH:24][C:25]2[CH:34]=[CH:33][CH:32]=[CH:31][C:26]=2[C:27]([NH:29][CH3:30])=[O:28])[C:21]([Cl:35])=[CH:20][N:19]=1.Cl>C(O)(C)C.O1CCOCC1.C(Cl)Cl>[CH2:1]([N:4]1[C:10]2[C:11]([NH:15][C:18]3[N:23]=[C:22]([NH:24][C:25]4[CH:34]=[CH:33][CH:32]=[CH:31][C:26]=4[C:27]([NH:29][CH3:30])=[O:28])[C:21]([Cl:35])=[CH:20][N:19]=3)=[CH:12][CH:13]=[CH:14][C:9]=2[C:8](=[O:16])[NH:7][CH2:6][CH2:5]1)[CH:2]=[CH2:3]. Procedure details: 1-Allyl-9-amino-1,2,3,4-tetrahydro-benzo[e][1,4]diazepin-5-one (#) (68 mg, 0.31 mmol) and 2-(2,5-Dichloro-pyrimidin-4-ylamino)-N-methyl-benzamide (#) (102 mg, 0.34 mmol) were combined in isopropanol (1 mL). 4 N HCl in dioxane (85 μL) was added, and the resulting mixture was heated to 120° C. in the microwave for 50 min. The resulting solution was diluted with CH2Cl2, washed with NaHCO3, dried over MgSO4, filtered, and concentrated. The resulting residue was purified with silica gel chromatograph... Procedure: (2S)-3-[4-(3-Bromo-propoxy)-phenyl]-2-methoxy-propionic acid ethyl ester from Example 173, Step A was treated with 1H-Indol-7-ol under the Standard Procedure J. The compound thus obtained was allowed to react under Standard hydrolysis procedure C (NaOH) to give the title compound. MS(ES) for C21H23NO5 [M+Na]+: 392; [M+H]+: 370. As a reaction SMILES: C([O:3][C:4](=[O:20])[C@@H:5]([O:18][CH3:19])[CH2:6][C:7]1[CH:12]=[CH:11][C:10]([O:13][CH2:14][CH2:15][CH2:16]Br)=[CH:9][CH:8]=1)C.[NH:21]1[C:29]2[C:24](=[CH:25][CH:26]=[CH:27][C:28]=2[OH:30])[CH:23]=[CH:22]1.[OH-].[Na+]>>[NH:21]1[C:29]2[C:24](=[CH:25][CH:26]=[CH:27][C:28]=2[O:30][CH2:16][CH2:15][CH2:14][O:13][C:10]2[CH:9]=[CH:8][C:7]([CH2:6][C@H:5]([O:18][CH3:19])[C:4]([OH:3])=[O:20])=[CH:12][CH:11]=2)[CH:23]=[CH:22]1 |f:2.3|. Starting materials: C(C)OC([C@H](CC1=CC=C(C=C1)OCCCBr)OC)=O ((2S)-3-[4-(3-Bromo-propoxy)-phenyl]-2-methoxy-propionic acid ethyl ester), N1C=CC2=CC=CC(=C12)O (1H-Indol-7-ol), [OH-].[Na+] (NaOH). The product is N1C=CC2=CC=CC(=C12)OCCCOC1=CC=C(C=C1)C[C@@H](C(=O)O)OC ((2S)-3-{4-[3-(1H-Indol-7-yloxy)-propoxy]-phenyl}-2-methoxy-propionic acid). Starting materials: [I-].CC=1N(C2=CC=C(C=C2C1C1=CC=C(C=C1)F)C)C1=CC=[N+](C=C1)CCN1C(NCC1)=O (4-[2,5-Dimethyl-3-(4-fluorophenyl)-1H-indol-1-yl]-1-[2-(imidazolidin-2-on-1-yl)ethyl]pyridinium iodide), [BH4-].[Na+] (sodium borohydride). The solvent is C(C)O (ethanol). Yields the product CC=1N(C2=CC=C(C=C2C1C1=CC=C(C=C1)F)C)C=1CCN(CC1)CCN1C(NCC1)=O (2,5-Dimethyl-3-(4-fluorophenyl)-1-[1-[2-(imidazolidin-2-on-1-yl)ethyl]-1, 2,3,6-tetrahydropyridin-4-yl]-1H-indole). RXN SMILES: [I-].[CH3:2][C:3]1[N:4]([C:20]2[CH:25]=[CH:24][N+:23]([CH2:26][CH2:27][N:28]3[CH2:32][CH2:31][NH:30][C:29]3=[O:33])=[CH:22][CH:21]=2)[C:5]2[C:10]([C:11]=1[C:12]1[CH:17]=[CH:16][C:15]([F:18])=[CH:14][CH:13]=1)=[CH:9][C:8]([CH3:19])=[CH:7][CH:6]=2.[BH4-].[Na+]>C(O)C>[CH3:2][C:3]1[N:4]([C:20]2[CH2:25][CH2:24][N:23]([CH2:26][CH2:27][N:28]3[CH2:32][CH2:31][NH:30][C:29]3=[O:33])[CH2:22][CH:21]=2)[C:5]2[C:10]([C:11]=1[C:12]1[CH:13]=[CH:14][C:15]([F:18])=[CH:16][CH:17]=1)=[CH:9][C:8]([CH3:19])=[CH:7][CH:6]=2 |f:0.1,2.3|. Procedure details: 4-[2,5-Dimethyl-3-(4-fluorophenyl)-1H-indol-1-yl]-1-[2-(imidazolidin-2-on-1-yl)ethyl]-pyridinium iodide 5a (6.3 g) was suspended in ethanol (100 ml) and sodium borohydride (2.1 g) was added in three portions during 3.5 h. Then the solvent was evaporated in vacuo and water (100 ml) was added. The mixture obtained was extracted with dichloromethane (2×50 ml). The combined organic phases were washed with brine (100 ml) and dried (MgSO4). Evaporation of the solvent gave the title compound as an oil,... Starting materials: COc1ccc(C(=O)Nc2cc(NC(=O)c3ccc(OCc4ccccc4)cc3)ccc2C)cc1OC, CO, [H][H]. Product: COc1ccc(C(=O)Nc2cc(NC(=O)c3ccc(O)cc3)ccc2C)cc1OC. Reaction SMILES: [CH2:1]([c:2]1[cH:3][cH:4][cH:5][cH:6][cH:7]1)[O:8][c:9]1[cH:10][cH:11][c:12]([C:13](=[O:14])[NH:15][c:16]2[cH:17][cH:18][c:19]([CH3:35])[c:20]([NH:22][C:23]([c:24]3[cH:25][c:26]([O:32][CH3:33])[c:27]([O:30][CH3:31])[cH:28][cH:29]3)=[O:34])[cH:21]2)[cH:36][cH:37]1.[CH3:40][OH:41].[H:38][H:39]>>[OH:8][c:9]1[cH:10][cH:11][c:12]([C:13](=[O:14])[NH:15][c:16]2[cH:17][cH:18][c:19]([CH3:35])[c:20]([NH:22][C:23]([c:24]3[cH:25][c:26]([O:32][CH3:33])[c:27]([O:30][CH3:31])[cH:28][cH:29]3)=[O:34])[cH:21]2)[cH:36][cH:37]1. Reactants: [O-]CC.[Na+] (sodium ethoxide), [Na] (sodium), COC1=C(C=C(C=C1)OC1=C(C=CC=C1)Cl)CC#N (2-[2-methoxy-5-(2-chlorophenoxy)phenyl]acetonitrile), C(OCC)(OCC)=O (diethyl carbonate). Run in C1(=CC=CC=C1)C (toluene), C(C)O (ethanol). Yields the product C(#N)C(C(=O)OCC)C1=C(C=CC(=C1)OC1=C(C=CC=C1)Cl)OC (ethyl 2-cyano-2-[2-methoxy-5-(2-chlorophenoxy)phenyl]acetate). The yield is 96.0%. As a reaction SMILES: [O-]CC.[Na+].[Na].[CH3:6][O:7][C:8]1[CH:13]=[CH:12][C:11]([O:14][C:15]2[CH:20]=[CH:19][CH:18]=[CH:17][C:16]=2[Cl:21])=[CH:10][C:9]=1[CH2:22][C:23]#[N:24].[C:25](=O)([O:29]CC)[O:26][CH2:27][CH3:28]>C1(C)C=CC=CC=1.C(O)C>[C:23]([CH:22]([C:9]1[CH:10]=[C:11]([O:14][C:15]2[CH:20]=[CH:19][CH:18]=[CH:17][C:16]=2[Cl:21])[CH:12]=[CH:13][C:8]=1[O:7][CH3:6])[C:25]([O:26][CH2:27][CH3:28])=[O:29])#[N:24] |f:0.1,^1:4|. Procedure: A mixture of sodium ethoxide prepared from sodium metal (415 mg) and ethanol (20 ml), 2-[2-methoxy-5-(2-chlorophenoxy)phenyl]acetonitrile (4.7 g) and diethyl carbonate (7.8 g) in toluene (50 ml) was treated in a similar manner to that of Example 10-(4) to give oily ethyl 2-cyano-2-[2-methoxy-5-(2-chlorophenoxy)phenyl]acetate (5.7 g).